describe an organic reaction: reactants, conditions, products, and yield From a dataset of the Open Reaction Database (ORD), a public repository of structured organic reaction records. Starting materials: [Si](C)(C)(C(C)(C)C)O[C@@H]1C=C2C=C[C@@H]([C@@H]([C@H]2[C@H](C1)OC(C(CC)OC1=CC=C(C=C1)C(C)(C)C)=O)CC[C@@H]1C[C@H](CC(O1)=O)O[Si](C)(C)C(C)(C)C)C ((4R,6R)-6-([1S,2S,6S,8S,8aR]-2-{1,2,6,7,8,8a-Hexahydro-6-t-butyldimethylsilyloxy-8-[(2RS)-2-(4-t-butylphenoxy)butyryloxy]-2-methyl-1-naphthyl}ethyl)tetrahydro-4-t-butyldimethylsilyloxy-2H-pyran-2-one), solution, [F-].C(CCC)[N+](CCCC)(CCCC)CCCC (tetrabutylammonium fluoride). The solvent is O1CCCC1 (tetrahydrofuran). Yields the product O[C@@H]1C=C2C=C[C@@H]([C@@H]([C@H]2[C@H](C1)OC(C(CC)OC1=CC=C(C=C1)C(C)(C)C)=O)CC[C@@H]1C[C@H](CC(O1)=O)O)C ((4R,6R)-6-([1S,2S,6S,8S,8aR]-2-{1,2,6,7,8,8a-Hexahydro-6-hydroxy-8-[(2RS)-2-(4-t-butylphenoxy)butyryloxy]-2-methyl-1-naphthyl}ethyl)tetrahydro-4-hydroxy-2 H -pyran-2-one). Isolated yield 66.2%. Reaction SMILES: [Si]([O:8][C@H:9]1[CH2:18][C@H:17]([O:19][C:20](=[O:35])[CH:21]([O:24][C:25]2[CH:30]=[CH:29][C:28]([C:31]([CH3:34])([CH3:33])[CH3:32])=[CH:27][CH:26]=2)[CH2:22][CH3:23])[C@H:16]2[C:11]([CH:12]=[CH:13][C@H:14]([CH3:53])[C@@H:15]2[CH2:36][CH2:37][C@H:38]2[O:43][C:42](=[O:44])[CH2:41][C@H:40]([O:45][Si](C(C)(C)C)(C)C)[CH2:39]2)=[CH:10]1)(C(C)(C)C)(C)C.[F-].C([N+](CCCC)(CCCC)CCCC)CCC>O1CCCC1>[OH:8][C@H:9]1[CH2:18][C@H:17]([O:19][C:20](=[O:35])[CH:21]([O:24][C:25]2[CH:26]=[CH:27][C:28]([C:31]([CH3:33])([CH3:34])[CH3:32])=[CH:29][CH:30]=2)[CH2:22][CH3:23])[C@H:16]2[C:11]([CH:12]=[CH:13][C@H:14]([CH3:53])[C@@H:15]2[CH2:36][CH2:37][C@H:38]2[O:43][C:42](=[O:44])[CH2:41][C@H:40]([OH:45])[CH2:39]2)=[CH:10]1 |f:1.2|. Procedure: A procedure similar to that described in Example 2, above, was followed, but using 1.39 g of (4R,6R)-6-([1S,2S,6S,8S,8aR]-2-{1,2,6,7,8,8a-hexahydro-6-t-butyldimethylsilyloxy-8-[(2RS)-2-(4-t-butylphenoxy)butyryloxy]-2-methyl-1-naphthyl}ethyl)tetrahydro-4-t-butyldimethylsilyloxy-2H-pyran-2-one [prepared as described in Example 139, above] and 36.0 ml of a 1.0 molar solution of tetrabutylammonium fluoride in tetrahydrofuran, to give 647 mg of the title compound as white powder. Starting materials: NC1=CC=C(C=C1)CCCN1CCN(CC1)C1=CC=CC=C1 (N-[γ-(p-amino-phenyl)-n-propyl]-N'-phenyl-piperazine), C(C)#N (acetonitrile). The solvent is C(C)(=O)O (acetic acid). Product: C1(=CC=CC=C1)N1CCNCC1 (N'-phenyl-piperazine). As a reaction SMILES: NC1C=CC(CCC[N:11]2[CH2:16][CH2:15][N:14]([C:17]3[CH:22]=[CH:21][CH:20]=[CH:19][CH:18]=3)[CH2:13][CH2:12]2)=CC=1.C(#N)C>C(O)(=O)C>[C:17]1([N:14]2[CH2:15][CH2:16][NH:11][CH2:12][CH2:13]2)[CH:22]=[CH:21][CH:20]=[CH:19][CH:18]=1. Reported procedure: A mixture consisting of 29.5 gm (0.1 mol) of N-[γ-(p-amino-phenyl)-n-propyl]-N'-phenyl-piperazine (m.p. 102° C.), 5.8 gm (0.11 mol) of acetonitrile and 20 ml of glacial acetic acid was refluxed for 20 hours. Thereafter, the solvent was distilled off in vacuo, and the residue was recrystallized from dilute methanol, yielding 28.3 gm (81.3% of theory) of N-[γ-(p-β-cyanoethyl-amino]-phenyl)-n-propyl]-N'-phenyl-piperazine, m.p. 141°-143° C. Reactants: Cl (hydrochloric acid), ClC=1OC(=C(N1)C1=CC=C(C=C1)Cl)CCC(=O)O (2-chloro-4-(4-chlorophenyl)-5-oxazolepropionic acid), CC1=CC=C(C=C1)S (4-methylthiophenol), C([O-])([O-])=O.[K+].[K+] (potassium carbonate). The solvent is CN(C=O)C (N,N-dimethylformamide), O (Water). Run at temperature 100 celsius, time 40 minute. The product is ClC1=CC=C(C=C1)C=1N=C(OC1CCC(=O)O)SC1=CC=C(C=C1)C (4-(4-chlorophenyl)-2-(4-methylphenylthio)-5-oxazolepropionic acid). Yield: 92.6%. As a reaction SMILES: Cl[C:2]1[O:3][C:4]([CH2:14][CH2:15][C:16]([OH:18])=[O:17])=[C:5]([C:7]2[CH:12]=[CH:11][C:10]([Cl:13])=[CH:9][CH:8]=2)[N:6]=1.[CH3:19][C:20]1[CH:25]=[CH:24][C:23]([SH:26])=[CH:22][CH:21]=1.C(=O)([O-])[O-].[K+].[K+].Cl>O.CN(C)C=O>[Cl:13][C:10]1[CH:11]=[CH:12][C:7]([C:5]2[N:6]=[C:2]([S:26][C:23]3[CH:24]=[CH:25][C:20]([CH3:19])=[CH:21][CH:22]=3)[O:3][C:4]=2[CH2:14][CH2:15][C:16]([OH:18])=[O:17])=[CH:8][CH:9]=1 |f:2.3.4|. Procedure details: A mixture of 2-chloro-4-(4-chlorophenyl)-5-oxazolepropionic acid (1.43 g), 4-methylthiophenol (0.68 g), potassium carbonate (2.07 g) and N,N-dimethylformamide (20 ml) was stirred under a nitrogen atmosphere at 100° C. for 40 minutes. Water was added to the reaction mixture, which was then acidified with 2 N hydrochloric acid. The crystals thus precipitated were collected by filtration to obtain 4-(4-chlorophenyl)-2-(4-methylphenylthio)-5-oxazolepropionic acid (1.73 g, 93%). This was recrystalliz... RXN SMILES: [CH2:2]([CH2:3][CH2:4][CH3:5])[c:6]1[cH:7][cH:8][c:9]([C:12]#[C:13][c:14]2[cH:15][cH:16][c:17]([CH2:18][NH:19][c:20]3[cH:21][c:22]4[c:23]([cH:31][cH:32]3)[O:24][C:25]([CH3:29])([CH3:30])[O:26][C:27]4=[O:28])[cH:33][cH:34]2)[cH:10][cH:11]1.[CH:35]1([C:41](=[O:42])[Cl:43])[CH2:36][CH2:37][CH2:38][CH2:39][CH2:40]1.[ClH:1]>>[CH2:2]([CH2:3][CH2:4][CH3:5])[c:6]1[cH:7][cH:8][c:9]([C:12]#[C:13][c:14]2[cH:15][cH:16][c:17]([CH2:18][N:19]([c:20]3[cH:21][c:22]4[c:23]([cH:31][cH:32]3)[O:24][C:25]([CH3:29])([CH3:30])[O:26][C:27]4=[O:28])[C:41]([CH:35]3[CH2:36][CH2:37][CH2:38][CH2:39][CH2:40]3)=[O:42])[cH:33][cH:34]2)[cH:10][cH:11]1. Yields the product CCCCc1ccc(C#Cc2ccc(CN(C(=O)C3CCCCC3)c3ccc4c(c3)C(=O)OC(C)(C)O4)cc2)cc1. Reactants: CCCCc1ccc(C#Cc2ccc(CNc3ccc4c(c3)C(=O)OC(C)(C)O4)cc2)cc1, O=C(Cl)C1CCCCC1, Cl. Reactants: CS(=O)(=O)N1CCC(=CC1)C=1C=C2C(=CN1)OC1(CC3(CCNCC3)C1)C2 (5-(1-methanesulfonyl-1,2,3,6-tetrahydro-pyridin-4-yl)-dispiro[2,3-dihydrofuro[2,3-c]pyridine-2,1′-cyclobutane-3′,4″-piperidine]), ClC1=NC=C(C=C1)C(F)(F)F (2-chloro-5-trifluoromethyl-pyridine). The product is CS(=O)(=O)N1CCC(=CC1)C=1C=C2C(=CN1)OC1(CC3(CCN(CC3)C3=NC=C(C=C3)C(F)(F)F)C1)C2 (5-(1-Methanesulfonyl-1,2,3,6-tetrahydro-pyridin-4-yl)-1″-(5-trifluoromethyl-pyridin-2-yl)-dispiro[2,3-dihydrofuro[2,3-c]pyridine-2,1′-cyclobutane-3′,4″-piperidine]). Reaction SMILES: [CH3:1][S:2]([N:5]1[CH2:10][CH:9]=[C:8]([C:11]2[CH:12]=[C:13]3[CH2:27][C:18]4([CH2:26][C:20]5([CH2:25][CH2:24][NH:23][CH2:22][CH2:21]5)[CH2:19]4)[O:17][C:14]3=[CH:15][N:16]=2)[CH2:7][CH2:6]1)(=[O:4])=[O:3].Cl[C:29]1[CH:34]=[CH:33][C:32]([C:35]([F:38])([F:37])[F:36])=[CH:31][N:30]=1>>[CH3:1][S:2]([N:5]1[CH2:6][CH:7]=[C:8]([C:11]2[CH:12]=[C:13]3[CH2:27][C:18]4([CH2:19][C:20]5([CH2:21][CH2:22][N:23]([C:29]6[CH:34]=[CH:33][C:32]([C:35]([F:38])([F:37])[F:36])=[CH:31][N:30]=6)[CH2:24][CH2:25]5)[CH2:26]4)[O:17][C:14]3=[CH:15][N:16]=2)[CH2:9][CH2:10]1)(=[O:4])=[O:3]. Procedure details: The title compound is prepared from 5-(1-methanesulfonyl-1,2,3,6-tetrahydro-pyridin-4-yl)-dispiro[2,3-dihydrofuro[2,3-c]pyridine-2,1′-cyclobutane-3′,4″-piperidine] (HCl salt) and 2-chloro-5-trifluoromethyl-pyridine following a procedure analogous to that described for Example 4. LC (method 1): tR=1.09 min; Mass spectrum (ESI+): m/z=535 [M+H]+.